Task: describe an organic reaction: reactants, conditions, products, and yield. Dataset: the Open Reaction Database (ORD), a public repository of structured organic reaction records Procedure details: 200 mg of N2-(3-chloro-2-methylphenyl)-N-(4-methoxybenzyl)glycinamide was dissolved in 2.0 mL of pyridine, and a solution (2.0 mL) of 200 mg of 4-hydroxybenzenesulfonamide in dichloroethane was added thereto, followed by stirring at 80° C. overnight. The reaction liquid was concentrated under reduced pressure, to the residue was added water, followed by extraction with ethyl acetate, and the organic layer was washed with 1 M hydrochloric acid and water, and then dried over anhydrous sodium sulfa... Run in N1=CC=CC=C1 (pyridine), ClC(C)Cl (dichloroethane). The reactants are ClC=1C(=C(C=CC1)NCC(=O)NCC1=CC=C(C=C1)OC)C (N2-(3-chloro-2-methylphenyl)-N-(4-methoxybenzyl)glycinamide), OC1=CC=C(C=C1)S(=O)(=O)N (4-hydroxybenzenesulfonamide). Run at temperature 80 celsius, time 8 hour. As a reaction SMILES: [Cl:1][C:2]1[C:3]([CH3:22])=[C:4]([NH:8][CH2:9][C:10]([NH:12][CH2:13][C:14]2[CH:19]=[CH:18][C:17]([O:20][CH3:21])=[CH:16][CH:15]=2)=[O:11])[CH:5]=[CH:6][CH:7]=1.[OH:23][C:24]1[CH:29]=[CH:28][C:27]([S:30](N)(=[O:32])=[O:31])=[CH:26][CH:25]=1>N1C=CC=CC=1.ClC(Cl)C>[Cl:1][C:2]1[C:3]([CH3:22])=[C:4]([N:8]([S:30]([C:27]2[CH:28]=[CH:29][C:24]([OH:23])=[CH:25][CH:26]=2)(=[O:32])=[O:31])[CH2:9][C:10]([NH:12][CH2:13][C:14]2[CH:15]=[CH:16][C:17]([O:20][CH3:21])=[CH:18][CH:19]=2)=[O:11])[CH:5]=[CH:6][CH:7]=1. The yield is 22.8%. Product: ClC=1C(=C(C=CC1)N(CC(=O)NCC1=CC=C(C=C1)OC)S(=O)(=O)C1=CC=C(C=C1)O)C (N2-(3-chloro-2-methylphenyl)-N2-[(4-hydroxyphenyl)sulfonyl]-N-(4-methoxybenzyl)glycinamide). Starting materials: IC1=CC=C(C(=O)O)C=C1 (4-Iodobenzoic Acid), C([O-])(O)=O.[Na+] (sodium bicarbonate), S(O)(O)(=O)=O (sulfuric acid), CC(C)=C (Isobutylene). Run in O1CCOCC1 (dioxane). Conditions: time 3 day. Yields the product C(C)(C)(C)OC(C1=CC=C(C=C1)I)=O (4-Iodobenzoic acid tert-butyl ester). As a reaction SMILES: [I:1][C:2]1[CH:10]=[CH:9][C:5]([C:6]([OH:8])=[O:7])=[CH:4][CH:3]=1.S(=O)(=O)(O)O.[CH3:16][C:17](=[CH2:19])[CH3:18].C(=O)(O)[O-].[Na+]>O1CCOCC1>[C:17]([O:7][C:6](=[O:8])[C:5]1[CH:9]=[CH:10][C:2]([I:1])=[CH:3][CH:4]=1)([CH3:19])([CH3:18])[CH3:16] |f:3.4|. Procedure: 4-Iodobenzoic Acid (25 g, 0.10M) was suspended in 200 ml of anhydrous dioxane containing 14 ml of concentrated sulfuric acid. Isobutylene (200 ml) was condensed and added to the suspension. The reaction vessel was sealed and stirred at room temperature for 3 days, during which time most of the material dissolved. The reaction mixture was cautiously poured into saturated sodium bicarbonate solution and extracted with ethyl acetate. The organic layer was dried with anhydrous sodium carbonate, filt... The reactants are CC1(CC=C(CC1)C1=C(C=C(C=C1)OC)N)C (2-(4,4-dimethylcyclohex-1-enyl)-5-methoxyphenylamine), Cl.ClCCNCCCl (bis(2-chloroethyl)amine hydrochloride). Solvent: ClC1=C(C=CC=C1)Cl (1,2-dichlorobenzene). Yields the product CC1(CC=C(CC1)C1=C(C=C(C=C1)OC)N1CCNCC1)C (1-[2-(4,4-Dimethylcyclohex-1-enyl)-5-methoxyphenyl]piperazine). Yield: 48.2%. As a reaction SMILES: [CH3:1][C:2]1([CH3:17])[CH2:7][CH2:6][C:5]([C:8]2[CH:13]=[CH:12][C:11]([O:14][CH3:15])=[CH:10][C:9]=2[NH2:16])=[CH:4][CH2:3]1.Cl.Cl[CH2:20][CH2:21][NH:22][CH2:23][CH2:24]Cl>ClC1C=CC=CC=1Cl>[CH3:1][C:2]1([CH3:17])[CH2:7][CH2:6][C:5]([C:8]2[CH:13]=[CH:12][C:11]([O:14][CH3:15])=[CH:10][C:9]=2[N:16]2[CH2:24][CH2:23][NH:22][CH2:21][CH2:20]2)=[CH:4][CH2:3]1 |f:1.2|. Procedure: A solution of 2-(4,4-dimethylcyclohex-1-enyl)-5-methoxyphenylamine (3.35 g, 14.5 mmol) prepared in Example (1d) and bis(2-chloroethyl)amine hydrochloride (3.1 g, 17.4 mmol) in 1,2-dichlorobenzene (10 mL) was stirred at 210° C. for 30 minutes. Nitrogen gas was blown into the reactor several times during the reaction to remove the excess hydrogen chloride gas in the reactor. The reaction mixture was cooled to room temperature, saturated aqueous sodium hydrogencarbonate was added and the mixture wa... Reactants: CCCCc1ccc(C#Cc2ccc(CN(C(=O)CC(C)(C)C)c3ccc4c(c3)C(=O)OC(C)(C)O4)cc2)cc1, CCO, [Na+], [OH-]. Product: CCCCc1ccc(C#Cc2ccc(CN(C(=O)CC(C)(C)C)c3ccc(O)c(C(=O)O)c3)cc2)cc1. RXN SMILES: [CH2:1]([CH2:2][CH2:3][CH3:4])[c:5]1[cH:6][cH:7][c:8]([C:11]#[C:12][c:13]2[cH:14][cH:15][c:16]([CH2:17][N:18]([C:19]([CH2:20][C:21]([CH3:22])([CH3:23])[CH3:24])=[O:25])[c:26]3[cH:27][c:28]4[c:29]([cH:37][cH:38]3)[O:30][C:31]([CH3:35])([CH3:36])[O:32][C:33]4=[O:34])[cH:39][cH:40]2)[cH:9][cH:10]1.[CH3:43][CH2:44][OH:45].[Na+:42].[OH-:41]>>[CH2:1]([CH2:2][CH2:3][CH3:4])[c:5]1[cH:6][cH:7][c:8]([C:11]#[C:12][c:13]2[cH:14][cH:15][c:16]([CH2:17][N:18]([C:19]([CH2:20][C:21]([CH3:22])([CH3:23])[CH3:24])=[O:25])[c:26]3[cH:27][c:28]([C:33](=[O:32])[OH:34])[c:29]([OH:30])[cH:37][cH:38]3)[cH:39][cH:40]2)[cH:9][cH:10]1. Starting materials: C(C)OC(=O)C1(CC1)C1=CC=C(C=C1)C1=CC=C(C=C1)C1=C(C(=NO1)C)N (1-[4′-(4-amino-3-methyl-isoxazol-5-yl)-biphenyl-4-yl]-cyclopropanecarboxylic acid ethyl ester), BrC1=CC=CC(=N1)C(=O)N1CCCC1 ((6-bromo-pyridin-2-yl)-pyrrolidin-1-yl-methanone). Product: C(C)OC(=O)C1(CC1)C1=CC=C(C=C1)C1=CC=C(C=C1)C1=C(C(=NO1)C)NC1=NC(=CC=C1)C(=O)N1CCCC1 (1-(4′-{3-Methyl-4-[6-(pyrrolidine-1-carbonyl)-pyridin-2-ylamino]-isoxazol-5-yl}-biphenyl-4-yl)-cyclopropanecarboxylic acid ethyl ester). RXN SMILES: [CH2:1]([O:3][C:4]([C:6]1([C:9]2[CH:14]=[CH:13][C:12]([C:15]3[CH:20]=[CH:19][C:18]([C:21]4[O:25][N:24]=[C:23]([CH3:26])[C:22]=4[NH2:27])=[CH:17][CH:16]=3)=[CH:11][CH:10]=2)[CH2:8][CH2:7]1)=[O:5])[CH3:2].Br[C:29]1[N:34]=[C:33]([C:35]([N:37]2[CH2:41][CH2:40][CH2:39][CH2:38]2)=[O:36])[CH:32]=[CH:31][CH:30]=1>>[CH2:1]([O:3][C:4]([C:6]1([C:9]2[CH:10]=[CH:11][C:12]([C:15]3[CH:20]=[CH:19][C:18]([C:21]4[O:25][N:24]=[C:23]([CH3:26])[C:22]=4[NH:27][C:29]4[CH:30]=[CH:31][CH:32]=[C:33]([C:35]([N:37]5[CH2:41][CH2:40][CH2:39][CH2:38]5)=[O:36])[N:34]=4)=[CH:17][CH:16]=3)=[CH:13][CH:14]=2)[CH2:8][CH2:7]1)=[O:5])[CH3:2]. Reported procedure: Prepared according to the procedure described in Example 68, Step 2, using 1-[4′-(4-amino-3-methyl-isoxazol-5-yl)-biphenyl-4-yl]-cyclopropanecarboxylic acid ethyl ester and (6-bromo-pyridin-2-yl)-pyrrolidin-1-yl-methanone. Reactants: CC#N, CCC(C)C(NC(=O)OC(C)(C)C)C(=O)OCCl, [I-], [Na+]. The product is CCC(C)C(NC(=O)OC(C)(C)C)C(=O)OCI. RXN SMILES: [CH3:21][C:22]#[N:23].[Cl:1][CH2:2][O:3][C:4]([CH:5]([NH:6][C:7](=[O:8])[O:9][C:10]([CH3:11])([CH3:12])[CH3:13])[CH:14]([CH3:15])[CH2:16][CH3:17])=[O:18].[I-:20].[Na+:19]>>[CH2:2]([O:3][C:4]([CH:5]([NH:6][C:7](=[O:8])[O:9][C:10]([CH3:11])([CH3:12])[CH3:13])[CH:14]([CH3:15])[CH2:16][CH3:17])=[O:18])[I:20].